From a dataset of the Open Reaction Database (ORD), a public repository of structured organic reaction records. describe an organic reaction: reactants, conditions, products, and yield Reaction SMILES: [CH3:1][C:2]([CH3:20])([CH2:16][CH2:17][CH:18]=[CH2:19])[CH2:3][O:4][C:5]([NH:7][C@H:8]([C:13]([OH:15])=[O:14])[C:9]([CH3:12])([CH3:11])[CH3:10])=[O:6].[CH:21]1(C(OCC)=O)CCC1>>[CH2:16]([C:2]1([CH2:3][O:4][C:5]([NH:7][C@H:8]([C:13]([OH:15])=[O:14])[C:9]([CH3:10])([CH3:11])[CH3:12])=[O:6])[CH2:20][CH2:21][CH2:1]1)[CH2:17][CH:18]=[CH2:19]. Procedure: N-{[(1-But-3-en-1-ylcyclobutyl)methoxy]carbonyl}-3-methyl-L-valine was prepared according to the procedure for N-{[(2,2-dimethylhex-5-enyl)oxy]carbonyl}-3-methyl-L-valine by using ethyl cyclobutanecarboxylate instead of ethyl isobutyrate in Step 1. LRMS (ESI) m/z 298.3 [(M+H)+; calcd for C16H28NO4: 298.2]. The reactants are CC(COC(=O)N[C@@H](C(C)(C)C)C(=O)O)(CCC=C)C (N-{[(2,2-dimethylhex-5-enyl)oxy]carbonyl}-3-methyl-L-valine), C1(CCC1)C(=O)OCC (ethyl cyclobutanecarboxylate). Product: C(CC=C)C1(CCC1)COC(=O)N[C@@H](C(C)(C)C)C(=O)O (N-{[(1-But-3-en-1-ylcyclobutyl)methoxy]carbonyl}-3-methyl-L-valine). The reactants are C[C@H]1[C@H](N(CCC1)C(=O)C1=C(C=CC(=C1)C)C=1C=NN(C1)C)CNC1=NC=C(C=C1)C(F)(F)F (((2S,3R)-3-methyl-2-(((5-(trifluoromethyl)pyridin-2-yl)amino)methyl)piperidin-1-yl)(5-methyl-2-(1-methyl-1H-pyrazol-4-yl)phenyl)methanone), BrC1=NC=C(C=C1F)C(F)(F)F (2-bromo-3-fluoro-5-(trifluoromethyl)pyridine). Yields the product FC=1C(=NC=C(C1)C(F)(F)F)NC[C@H]1N(CCC[C@H]1C)C(=O)C1=C(C=CC(=C1)C)C=1C=NN(C1)C (((2S,3R)-2-(((3-Fluoro-5-(trifluoromethyl)pyridin-2-yl)amino)methyl)-3-methylpiperidin-1-yl)(5-methyl-2-(1-methyl-1H-pyrazol-4-yl)phenyl)methanone). As a reaction SMILES: [CH3:1][C@@H:2]1[CH2:7][CH2:6][CH2:5][N:4]([C:8]([C:10]2[CH:15]=[C:14]([CH3:16])[CH:13]=[CH:12][C:11]=2[C:17]2[CH:18]=[N:19][N:20]([CH3:22])[CH:21]=2)=[O:9])[C@@H:3]1[CH2:23][NH:24][C:25]1[CH:30]=[CH:29][C:28]([C:31]([F:34])([F:33])[F:32])=[CH:27][N:26]=1.BrC1C([F:42])=CC(C(F)(F)F)=CN=1>>[F:42][C:30]1[C:25]([NH:24][CH2:23][C@@H:3]2[C@H:2]([CH3:1])[CH2:7][CH2:6][CH2:5][N:4]2[C:8]([C:10]2[CH:15]=[C:14]([CH3:16])[CH:13]=[CH:12][C:11]=2[C:17]2[CH:18]=[N:19][N:20]([CH3:22])[CH:21]=2)=[O:9])=[N:26][CH:27]=[C:28]([C:31]([F:34])([F:32])[F:33])[CH:29]=1. Procedure: The title compound was synthesized following the same general protocol as described for ((2S,3R)-3-methyl-2-(((5-(trifluoromethyl)pyridin-2-yl)amino)methyl)piperidin-1-yl)(5-methyl-2-(1-methyl-1H-pyrazol-4-yl)phenyl)methanone in Example A1, using 2-bromo-3-fluoro-5-(trifluoromethyl)pyridine. ESI-MS (m/z): 490 [M+1]+.